From a dataset of the Open Reaction Database (ORD), a public repository of structured organic reaction records. describe an organic reaction: reactants, conditions, products, and yield Reactants: CO, COC(=O)c1cc(Cl)n2nc(C)nc2n1, [Na], O, S. Yields the product COC(=O)c1cc(S)n2nc(C)nc2n1. As a reaction SMILES: [CH3:19][OH:20].[Cl:1][c:2]1[cH:3][c:4]([C:12](=[O:13])[O:14][CH3:15])[n:5][c:6]2[n:7]1[n:8][c:9]([CH3:11])[n:10]2.[Na:18].[OH2:16].[SH2:17]>>[c:2]1([SH:17])[cH:3][c:4]([C:12](=[O:13])[O:14][CH3:15])[n:5][c:6]2[n:7]1[n:8][c:9]([CH3:11])[n:10]2. Reactants: ClC1=C2C=C(NC2=CC=C1C#N)C(F)F (4-chloro-2-(difluoromethyl)-1H-indole-5-carbonitrile), Cl.ClCC1=NC=CC=C1 (2-(chloromethyl)pyridine hydrochloride). Yields the product ClC1=C2C=C(N(C2=CC=C1C#N)CC1=NC=CC=C1)C(F)F (4-Chloro-2-(difluoromethyl)-1-(2-pyridinylmethyl)-1H-indole-5-carbonitrile). Reaction SMILES: [Cl:1][C:2]1[C:10]([C:11]#[N:12])=[CH:9][CH:8]=[C:7]2[C:3]=1[CH:4]=[C:5]([CH:13]([F:15])[F:14])[NH:6]2.Cl.Cl[CH2:18][C:19]1[CH:24]=[CH:23][CH:22]=[CH:21][N:20]=1>>[Cl:1][C:2]1[C:10]([C:11]#[N:12])=[CH:9][CH:8]=[C:7]2[C:3]=1[CH:4]=[C:5]([CH:13]([F:14])[F:15])[N:6]2[CH2:18][C:19]1[CH:24]=[CH:23][CH:22]=[CH:21][N:20]=1 |f:1.2|. Reported procedure: Synthesized as described in Example 39 from 4-chloro-2-(difluoromethyl)-1H-indole-5-carbonitrile and 2-(chloromethyl)pyridine hydrochloride. MS (ESI) m/z 318.07 (M+1). Starting materials: ClCCl, O=C(Cl)Oc1ccccc1, OCCSc1cccc2nccn12, c1ccncc1. The product is O=C(OCCSc1cccc2nccn12)Oc1ccccc1. RXN SMILES: [CH2:30]([Cl:31])[Cl:32].[Cl:20][C:21](=[O:22])[O:23][c:24]1[cH:25][cH:26][cH:27][cH:28][cH:29]1.[OH:1][CH2:2][CH2:3][S:4][c:5]1[cH:6][cH:7][cH:8][c:9]2[n:10]1[cH:11][cH:12][n:13]2.[cH:14]1[cH:15][cH:16][n:17][cH:18][cH:19]1>>[O:1]([CH2:2][CH2:3][S:4][c:5]1[cH:6][cH:7][cH:8][c:9]2[n:10]1[cH:11][cH:12][n:13]2)[C:21](=[O:22])[O:23][c:24]1[cH:25][cH:26][cH:27][cH:28][cH:29]1. Reactants: C1=CC=CC=2C3=CC=CC=C3NC12 (carbazole), IC(C)C (2-iodopropane), four, [OH-].[K+] (KOH), C([O-])([O-])=O.[K+].[K+] (potassium carbonate), C1=CC=CC=2C3=CC=CC=C3NC12 (carbazole). Reagents/catalysts: S(=O)(=O)(O)[O-].C(CCC)[N+](CCCC)(CCCC)CCCC (tetra-n-butylammonium hydrogensulfate). Run in C1(=CC=CC=C1)C (toluene). Conditions: time 7 hour. Product: C(C)(C)N1C2=CC=CC=C2C=2C=CC=CC12 (9-Isopropylcarbazole). The yield is 81.6%. As a reaction SMILES: [CH:1]1[C:13]2[NH:12][C:11]3[C:6](=[CH:7][CH:8]=[CH:9][CH:10]=3)[C:5]=2[CH:4]=[CH:3][CH:2]=1.[OH-].[K+].C(=O)([O-])[O-].[K+].[K+].I[CH:23]([CH3:25])[CH3:24]>S([O-])(O)(=O)=O.C([N+](CCCC)(CCCC)CCCC)CCC.C1(C)C=CC=CC=1>[CH:23]([N:12]1[C:11]2[CH:10]=[CH:9][CH:8]=[CH:7][C:6]=2[C:5]2[C:13]1=[CH:1][CH:2]=[CH:3][CH:4]=2)([CH3:25])[CH3:24] |f:1.2,3.4.5,7.8|. Procedure details: 16 g (95.7 mmol) of carbazole, 38 g (608.2 mmol) of 85% KOH, 21 g (151.9 mmol) of potassium carbonate, 3.2 g (9.4 mmol) of tetra-n-butylammonium hydrogensulfate and 300 ml of toluene were weighed and put in a 1-liter four neck flask, and 25 g (147.1 mmol) of 2-iodopropane was added little by little from a dropping funnel (heat is slightly developed). Subsequently, the reaction was conducted at a temperature of 60° C. to 80° C. for 7 hours. The disappearance of carbazole was confirmed by TLC and ... The reactants are CO (MeOH), C(=O)(O)[O-].[Na+] (NaHCO3), C(C1=CC=CC=C1)OCC[C@H]1NC(C2=C1NC(=C2)C=2C=CC=C1C(N(C(=NC21)NC(C)(C)C)C)=O)=O ((R)-8-(6-(2-(benzyloxy)ethyl)-4-oxo-1,4,5,6-tetrahydropyrrolo[3,4-b]pyrrol-2-yl)-2-(tert-butylamino)-3-methylquinazolin-4(3H)-one), B(Cl)(Cl)Cl (boron trichloride), B(Cl)(Cl)Cl (BCl3). Solvent: C(Cl)Cl (DCM). Conditions: temperature 0 celsius, time 5 minute. Yields the product C(C)(C)(C)NC1=NC2=C(C=CC=C2C(N1C)=O)C1=CC2=C(N1)[C@H](NC2=O)CCO ((R)-2-(tert-butylamino)-8-(6-(2-hydroxyethyl)-4-oxo-1,4,5,6-tetrahydropyrrolo[3,4-b]pyrrol-2-yl)-3-methylquinazolin-4(3H)-one). Isolated yield 51.7%. RXN SMILES: C([O:8][CH2:9][CH2:10][C@@H:11]1[C:15]2[NH:16][C:17]([C:19]3[CH:20]=[CH:21][CH:22]=[C:23]4[C:28]=3[N:27]=[C:26]([NH:29][C:30]([CH3:33])([CH3:32])[CH3:31])[N:25]([CH3:34])[C:24]4=[O:35])=[CH:18][C:14]=2[C:13](=[O:36])[NH:12]1)C1C=CC=CC=1.B(Cl)(Cl)Cl.CO.C([O-])(O)=O.[Na+]>C(Cl)Cl>[C:30]([NH:29][C:26]1[N:25]([CH3:34])[C:24](=[O:35])[C:23]2[C:28](=[C:19]([C:17]3[NH:16][C:15]4[C@@H:11]([CH2:10][CH2:9][OH:8])[NH:12][C:13](=[O:36])[C:14]=4[CH:18]=3)[CH:20]=[CH:21][CH:22]=2)[N:27]=1)([CH3:32])([CH3:33])[CH3:31] |f:3.4|. Procedure: To a solution of (R)-8-(6-(2-(benzyloxy)ethyl)-4-oxo-1,4,5,6-tetrahydropyrrolo[3,4-b]pyrrol-2-yl)-2-(tert-butylamino)-3-methylquinazolin-4(3H)-one (503b, 555 mg, 1.14 mmol) in DCM (30 mL) at 0° C. was added boron trichloride (1.0 M in DCM, 1.71 mL, 1.71 mmol) slowly dropwise. The resulting tan suspension was stirred at 0° C. for 5 min, then RT for 15 min. LC-MS indicated only unreacted starting material. The reaction mixture was treated with additional BCl3 solution (0.5 mL) at RT and stirred 10...